Task: describe an organic reaction: reactants, conditions, products, and yield. Dataset: the Open Reaction Database (ORD), a public repository of structured organic reaction records The product is CC=1OC2=C(C1)C=CC=C2C=NNC2=NC=1N(C(=C2)N2CCOCC2)N=C(C1)C1=CC=CC=C1 (N-(2-methyl-benzofuran-7-yl-methylidene)-N′-(7-morpholin-4-yl-2-phenyl-pyrazolo[1,5-a]pyrimidin-5-yl)-hydrazine). The solvent is C(C)O (ethanol). Starting materials: N1(CCOCC1)C1=CC(=NC=2N1N=C(C2)C2=CC=CC=C2)NN (7-morpholin-4-yl-2-phenyl-pyrazolo[1,5-a]pyrimidin-5-yl-hydrazine), CC=1OC2=C(C1)C=CC=C2C=O (2-methyl-7-formyl-benzofuran), C(C)(=O)O (acetic acid). Reaction SMILES: [N:1]1([C:7]2[N:12]3[N:13]=[C:14]([C:16]4[CH:21]=[CH:20][CH:19]=[CH:18][CH:17]=4)[CH:15]=[C:11]3[N:10]=[C:9]([NH:22][NH2:23])[CH:8]=2)[CH2:6][CH2:5][O:4][CH2:3][CH2:2]1.[CH3:24][C:25]1[O:26][C:27]2[C:33]([CH:34]=O)=[CH:32][CH:31]=[CH:30][C:28]=2[CH:29]=1.C(O)(=O)C>C(O)C>[CH3:24][C:25]1[O:26][C:27]2[C:33]([CH:34]=[N:23][NH:22][C:9]3[CH:8]=[C:7]([N:1]4[CH2:6][CH2:5][O:4][CH2:3][CH2:2]4)[N:12]4[N:13]=[C:14]([C:16]5[CH:21]=[CH:20][CH:19]=[CH:18][CH:17]=5)[CH:15]=[C:11]4[N:10]=3)=[CH:32][CH:31]=[CH:30][C:28]=2[CH:29]=1. Run at time 3 hour. Yield: 76.8%. Procedure: To a solution of 7-morpholin-4-yl-2-phenyl-pyrazolo[1,5-a]pyrimidin-5-yl-hydrazine (25 mg, 0.081 mM) in absolute ethanol (2.0 mL), there were added 2-methyl-7-formyl-benzofuran (19 mg, 0.12 mM) and acetic acid (2.0 μL) and the mixture was stirred at room temperature for 3 hours. The precipitated solid was recovered through filtration and washed with ethanol to thus give the title compound (28 mg, yield: 78%).